Task: describe an organic reaction: reactants, conditions, products, and yield. Dataset: the Open Reaction Database (ORD), a public repository of structured organic reaction records Starting materials: CCO, CC[O-], CNC(=O)c1cnc(C)cc1Cl, [Na+], O. Yields the product CCOc1cc(C)ncc1C(=O)NC. RXN SMILES: [CH3:13][CH2:14][OH:15].[CH3:17][CH2:18][O-:19].[Cl:1][c:2]1[cH:3][c:4]([CH3:12])[n:5][cH:6][c:7]1[C:8](=[O:9])[NH:10][CH3:11].[Na+:16].[OH2:20]>>[c:2]1([O:15][CH2:14][CH3:13])[cH:3][c:4]([CH3:12])[n:5][cH:6][c:7]1[C:8](=[O:9])[NH:10][CH3:11]. Starting materials: CN(C)C=O, [Cl-], CSc1nsc(Cl)n1, [H-], [Na+], [Na+], OCc1ccsc1. Yields the product CSc1nsc(OCc2ccsc2)n1. As a reaction SMILES: [CH3:20][N:21]([CH3:22])[CH:23]=[O:24].[Cl-:19].[Cl:1][c:2]1[n:3][c:4]([S:7][CH3:8])[n:5][s:6]1.[H-:16].[Na+:17].[Na+:18].[s:9]1[cH:10][c:11]([CH2:14][OH:15])[cH:12][cH:13]1>>[c:2]1([O:15][CH2:14][c:11]2[cH:10][s:9][cH:13][cH:12]2)[n:3][c:4]([S:7][CH3:8])[n:5][s:6]1. Reactants: N1=C(N)N=C(N)N=C1N (Melamine), O=CC(Cl)(Cl)Cl (chloral). The solvent is O (water). Conditions: time 3 hour. The product is OC(C(Cl)(Cl)Cl)NC1=NC(=NC(=N1)NC(C(Cl)(Cl)Cl)O)N (N,N'-bis(1-hydroxy-2,2,2-trichloroethyl) melamine). Isolated yield 81.0%. RXN SMILES: [N:1]1[C:8]([NH2:9])=[N:7][C:5]([NH2:6])=[N:4][C:2]=1[NH2:3].[O:10]=[CH:11][C:12]([Cl:15])([Cl:14])[Cl:13]>O>[OH:10][CH:11]([NH:3][C:2]1[N:4]=[C:5]([NH:6][CH:11]([OH:10])[C:12]([Cl:15])([Cl:14])[Cl:13])[N:7]=[C:8]([NH2:9])[N:1]=1)[C:12]([Cl:15])([Cl:14])[Cl:13]. Reported procedure: This compound has previously been prepared by Bump and Atkinson [J. Am Chem. Soc., 72, 629 (1950)]. Melamine (44.2 g, 0.3 mole) was added all at once to a stirred solution of chloral (221.2 g, 1.5 mole) dissolved in 375 ml. of water at 70°-80° C. The reaction mixture was stirred for 3 hours and the white precipitated product was filtered to give an 81% yield after drying. The product had a melting point >200° C. and decomposed on further heating. Starting materials: CC(=O)O, Cl, NC(=O)Cc1ccc(-c2cn3ccccc3n2)cc1. Product: O=C(O)Cc1ccc(-c2cn3ccccc3n2)cc1. As a reaction SMILES: [CH3:21][C:22]([OH:23])=[O:24].[ClH:20].[n:1]1[c:2](-[c:10]2[cH:11][cH:12][c:13]([CH2:16][C:17](=[O:18])[NH2:19])[cH:14][cH:15]2)[cH:3][n:4]2[c:5]1[cH:6][cH:7][cH:8][cH:9]2>>[n:1]1[c:2](-[c:10]2[cH:11][cH:12][c:13]([CH2:16][C:17]([OH:18])=[O:23])[cH:14][cH:15]2)[cH:3][n:4]2[c:5]1[cH:6][cH:7][cH:8][cH:9]2. Starting materials: C(C1=CC=CC=C1)OC(NC1(CCC(CC1)O)C)=O ((4-Hydroxy-1-methyl-cyclohexyl)-carbamic acid benzyl ester), C(=O)[O-].[NH4+] (ammonium formate). Reagents/catalysts: [Pd] (palladium on carbon). Solvent: C(C)(C)O (isopropanol). Yields the product NC1(CCC(CC1)O)C (4-Amino-4-methyl-cyclohexanol). Reaction SMILES: C(OC(=O)[NH:10][C:11]1([CH3:18])[CH2:16][CH2:15][CH:14]([OH:17])[CH2:13][CH2:12]1)C1C=CC=CC=1.C([O-])=O.[NH4+]>[Pd].C(O)(C)C>[NH2:10][C:11]1([CH3:18])[CH2:16][CH2:15][CH:14]([OH:17])[CH2:13][CH2:12]1 |f:1.2|. Procedure: A mixture of example 45E (169 mg, 0.64 mmol), ammonium formate (105 mg, 1.67 mmol) and 10% palladium on carbon (7 mg) in isopropanol (5 mL) was heated at 80° C. for 1 hour. The reaction mixture was cooled and filtered through a plug of Celite. The filter pad was washed with ethyl acetate (50 mL), and the filtrate was concentrated in vacuo to afford the titled compound as an inseparable mixture of diastereomers. MS (CI) m/z 130 (M+1)+; 1H NMR (300 MHz, CDCl3) δ ppm 3.77-3.71 (m, 2H), 3.65-3.61 (m...